describe an organic reaction: reactants, conditions, products, and yield From a dataset of the Open Reaction Database (ORD), a public repository of structured organic reaction records. The reactants are Cl, [H-], N#CCC#N, [Na+], C1CCOC1, O, ICCCc1cccc2ccccc12. The product is N#CC(C#N)CCCc1cccc2ccccc12. Reaction SMILES: [ClH:22].[H-:6].[N:1]#[C:2][CH2:3][C:4]#[N:5].[Na+:7].[O:23]1[CH2:24][CH2:25][CH2:26][CH2:27]1.[OH2:28].[c:8]1([CH2:18][CH2:19][CH2:20][I:21])[cH:9][cH:10][cH:11][c:12]2[cH:13][cH:14][cH:15][cH:16][c:17]12>>[N:1]#[C:2][CH:3]([C:4]#[N:5])[CH2:20][CH2:19][CH2:18][c:8]1[cH:9][cH:10][cH:11][c:12]2[cH:13][cH:14][cH:15][cH:16][c:17]12. The reactants are Cc1c(C#N)cc(C(=O)NCc2ccc(S(C)(=O)=O)cc2)c(=O)n1-c1cccc(C(F)(F)F)c1, CC(=O)[O-], CCO, Cl, NO, [Na+], O. Yields the product Cc1c(C(=N)NO)cc(C(=O)NCc2ccc(S(C)(=O)=O)cc2)c(=O)n1-c1cccc(C(F)(F)F)c1. As a reaction SMILES: [C:1](#[N:2])[c:3]1[cH:4][c:5]([C:21](=[O:22])[NH:23][CH2:24][c:25]2[cH:26][cH:27][c:28]([S:31](=[O:32])(=[O:33])[CH3:34])[cH:29][cH:30]2)[c:6](=[O:20])[n:7](-[c:10]2[cH:11][c:12]([C:16]([F:17])([F:18])[F:19])[cH:13][cH:14][cH:15]2)[c:8]1[CH3:9].[C:38]([O-:39])(=[O:40])[CH3:41].[CH3:43][CH2:44][OH:45].[ClH:35].[NH2:36][OH:37].[Na+:42].[OH2:46]>>[C:1](=[NH:2])([c:3]1[cH:4][c:5]([C:21](=[O:22])[NH:23][CH2:24][c:25]2[cH:26][cH:27][c:28]([S:31](=[O:32])(=[O:33])[CH3:34])[cH:29][cH:30]2)[c:6](=[O:20])[n:7](-[c:10]2[cH:11][c:12]([C:16]([F:17])([F:18])[F:19])[cH:13][cH:14][cH:15]2)[c:8]1[CH3:9])[NH:36][OH:37].